Dataset: the Open Reaction Database (ORD), a public repository of structured organic reaction records. Task: describe an organic reaction: reactants, conditions, products, and yield Reactants: O=C(NC1CCCCC1C=2C=CC=CC2)C(F)(F)F. Reagents/catalysts: N=1C=CC(=CC1C=2N=CC=C(C2)C(C)(C)C)C(C)(C)C, O1B(OC(C)(C)C1(C)C)B2OC(C)(C)C(O2)(C)C, C[OH2+].C[OH2+].C1CC=CCCC=C1.C1CC=CCCC=C1.[Ir].[Ir]. Solvent: O1CCCC1. Run at temperature 50 celsius, time 20 hour. Yields the product O=C(NC1CCCCC1C=2C=C(C=C(C2)B3OC(C)(C)C(O3)(C)C)B4OC(C)(C)C(O4)(C)C)C(F)(F)F, O=C(NC1CCCCC1C2=CC=C(C=C2)B3OC(C)(C)C(O3)(C)C)C(F)(F)F. Isolated yield 26.0%. Reported procedure: Following general procedure F using cis‐12a    (67.8 mg, 0.25 mmol), B2pin2 (127 mg, 0.50 mmol), [Ir(COD)OMe]2 (2.5 mg, 0.00375 mmol) and dtbpy (2.0 mg, 0.0075 mmol) in THF (1.25 mL). Stirred in vial at 50 °C for 20 hours. Analysis of crude 1 H NMR using internal standard 1,2‐dimethoxyethane showed 1:2.5:1.5 meta:dimeta:para borylation (overall meta:para ratio of 2.3:1) in 99% yield. The crude product was purified by silica gel chromatography (10% EtOAc in Petroleum Ether 40‐60 o C) and gave the... The reactants are C1CCOC1, CO, COC(=O)c1ccccc1Nc1cc(C2CCCC2)nn1-c1ccccc1C, [Na+], [OH-]. The product is Cc1ccccc1-n1nc(C2CCCC2)cc1Nc1ccccc1C(=O)O. As a reaction SMILES: [CH2:29]1[O:30][CH2:31][CH2:32][CH2:33]1.[CH3:36][OH:37].[CH:1]1([c:6]2[n:7][n:8](-[c:22]3[c:23]([CH3:28])[cH:24][cH:25][cH:26][cH:27]3)[c:9]([NH:11][c:12]3[c:13]([C:14](=[O:15])[O:16][CH3:17])[cH:18][cH:19][cH:20][cH:21]3)[cH:10]2)[CH2:2][CH2:3][CH2:4][CH2:5]1.[Na+:35].[OH-:34]>>[CH:1]1([c:6]2[n:7][n:8](-[c:22]3[c:23]([CH3:28])[cH:24][cH:25][cH:26][cH:27]3)[c:9]([NH:11][c:12]3[c:13]([C:14](=[O:15])[OH:16])[cH:18][cH:19][cH:20][cH:21]3)[cH:10]2)[CH2:2][CH2:3][CH2:4][CH2:5]1. The reactants are C(C)(=O)O[C@@H]1C[C@H]2CC[C@H]3C4=CC[C@H](C(C)=O)[C@]4(CC[C@@H]3[C@]2(CC1)C)C (3β-acetoxy-5β-pregn-14-en-20-one), C(=O)([O-])[O-].[K+].[K+] (K2CO3). The solvent is CO.O (MeOH water). Yields the product C(C)(=O)O[C@@H]1C[C@H]2CC[C@H]3C4=CC[C@@H](C(C)=O)[C@]4(CC[C@@H]3[C@]2(CC1)C)C (3β-acetoxy-5β,17α-pregn-14-en-20-one). As a reaction SMILES: [C:1]([O:4][C@H:5]1[CH2:24][CH2:23][C@@:22]2([CH3:25])[C@H:7]([CH2:8][CH2:9][C@@H:10]3[C@@H:21]2[CH2:20][CH2:19][C@@:18]2([CH3:26])[C:11]3=[CH:12][CH2:13][C@@H:14]2[C:15](=[O:17])[CH3:16])[CH2:6]1)(=[O:3])[CH3:2].C([O-])([O-])=O.[K+].[K+]>CO.O>[C:1]([O:4][C@H:5]1[CH2:24][CH2:23][C@@:22]2([CH3:25])[C@H:7]([CH2:8][CH2:9][C@@H:10]3[C@@H:21]2[CH2:20][CH2:19][C@@:18]2([CH3:26])[C:11]3=[CH:12][CH2:13][C@H:14]2[C:15](=[O:17])[CH3:16])[CH2:6]1)(=[O:3])[CH3:2] |f:1.2.3,4.5|. Procedure details: A solution of 10.0 g of 3β-acetoxy-5β-pregn-14-en-20-one (Bach, G. et al. Can. J. Chem. 1968, 46, 733) and K2CO3 (25.0 g) in MeOH/water (160 mL/80 mL) was stirred at room temperature for 2 hrs; the organic solvent was evaporated to dryness under reduced pressure and the aqueous suspension obtained was extracted with CH2Cl2 ; the organic layer was dried over anhydrous sodium sulfate and evaporated to dryness under reduced pressure; the crude 3β-acetoxy-5β,17α-pregn-14-en-20-one obtained was used ... The reactants are O1C(OCC1)CCCN1CCC(CC1)C=1C=C(C=CC1)NC(C(C)C)=O (N-(3-{1-[3-(1,3-dioxolan-2-yl)propyl]-4-piperidinyl}phenyl)-2-methylpropanamide), Cl.COC1=CC=C(C=C1)NN (1-(4-methoxyphenyl)hydrazine hydrochloride). Product: COC=1C=C2C(=CNC2=CC1)CCN1CCC(CC1)C=1C=C(C=CC1)NC(C(C)C)=O (N-(3-{1-[2-(5-METHOXY-1H-INDOL-3-YL)ETHYL]-4-PIPERIDINYL}PHENYL)-2-METHYLPROPANAMIDE). RXN SMILES: O1CCO[CH:2]1[CH2:6][CH2:7][CH2:8][N:9]1[CH2:14][CH2:13][CH:12]([C:15]2[CH:16]=[C:17]([NH:21][C:22](=[O:26])[CH:23]([CH3:25])[CH3:24])[CH:18]=[CH:19][CH:20]=2)[CH2:11][CH2:10]1.Cl.[CH3:28][O:29][C:30]1[CH:35]=[CH:34][C:33]([NH:36]N)=[CH:32][CH:31]=1>>[CH3:28][O:29][C:30]1[CH:31]=[C:32]2[C:33](=[CH:34][CH:35]=1)[NH:36][CH:2]=[C:6]2[CH2:7][CH2:8][N:9]1[CH2:10][CH2:11][CH:12]([C:15]2[CH:16]=[C:17]([NH:21][C:22](=[O:26])[CH:23]([CH3:24])[CH3:25])[CH:18]=[CH:19][CH:20]=2)[CH2:13][CH2:14]1 |f:1.2|. Procedure details: Prepared by Procedure H and Scheme S using N-(3-{1-[3-(1,3-dioxolan-2-yl)propyl]-4-piperidinyl}phenyl)-2-methylpropanamide and 1-(4-methoxyphenyl)hydrazine hydrochloride: ESMS m/e: 420.2 (M+H)+. Reactants: C(C)OC(=O)C1(CCNCC1)CCOC (4-(2-methoxy-ethyl)-piperidine-4-carboxylic acid ethyl ester), ClC1=C(C=CC=C1)S(=O)(=O)Cl (2-chlorobenzenesulfonyl chloride), N1=CC(=CC=C1)OC1=CC=C(C=C1)N (4-(pyridin-3-yloxy)-phenylamine). Product: ClC1=C(C=CC=C1)S(=O)(=O)N1CCC2(CCN(C2=O)C2=CC=C(C=C2)OC=2C=NC=CC2)CC1 (8-(2-Chloro-benzenesulfonyl)-2-[4-(pyridin-3-yloxy)-phenyl]-2,8-diaza-spiro[4.5]decan-1-one). RXN SMILES: C(O[C:4]([C:6]1([CH2:12][CH2:13]OC)[CH2:11][CH2:10][NH:9][CH2:8][CH2:7]1)=[O:5])C.[Cl:16][C:17]1[CH:22]=[CH:21][CH:20]=[CH:19][C:18]=1[S:23](Cl)(=[O:25])=[O:24].[N:27]1[CH:32]=[CH:31][CH:30]=[C:29]([O:33][C:34]2[CH:39]=[CH:38][C:37]([NH2:40])=[CH:36][CH:35]=2)[CH:28]=1>>[Cl:16][C:17]1[CH:22]=[CH:21][CH:20]=[CH:19][C:18]=1[S:23]([N:9]1[CH2:8][CH2:7][C:6]2([C:4](=[O:5])[N:40]([C:37]3[CH:36]=[CH:35][C:34]([O:33][C:29]4[CH:28]=[N:27][CH:32]=[CH:31][CH:30]=4)=[CH:39][CH:38]=3)[CH2:13][CH2:12]2)[CH2:11][CH2:10]1)(=[O:25])=[O:24]. Procedure: Brown crystalline solid. MS (ESI): 498.2 (MH+). This example was prepared in analogy to example 1 step C) to D) from 4-(2-methoxy-ethyl)-piperidine-4-carboxylic acid ethyl ester (example 1 step B)), 2-chlorobenzenesulfonyl chloride and 4-(pyridin-3-yloxy)-phenylamine (synthesis: Yoneda et al; Yakugaku Zasshi; 77; 1957; 944; Chem. Abstr.; 1958; 2855). Starting materials: [H-].[Al+3].[Li+].[H-].[H-].[H-] (lithium aluminum hydride), C(C)OC(CCCC(=O)OCC)CC (Ethyl 5-ethoxyheptanoate). The solvent is O1CCCC1 (tetrahydrofuran), O1CCCC1 (tetrahydrofuran). Product: C(C)OC(CCCCO)CC (5-ethoxyheptanol). RXN SMILES: [H-].[Al+3].[Li+].[H-].[H-].[H-].[CH2:7]([O:9][CH:10]([CH2:19][CH3:20])[CH2:11][CH2:12][CH2:13][C:14](OCC)=[O:15])[CH3:8]>O1CCCC1>[CH2:7]([O:9][CH:10]([CH2:19][CH3:20])[CH2:11][CH2:12][CH2:13][CH2:14][OH:15])[CH3:8] |f:0.1.2.3.4.5|. Procedure: A solution of tetrahydrofuran (2000 ml) and lithium aluminum hydride (46 g, 1.21 moles) is cooled in a -60° C. dry ice/ethanol bath. Ethyl 5-ethoxyheptanoate (302 g ,1.49 moles) is diluted in tetrahydrofuran (300 ml) and added dropwise to the stirring reaction. After the addition is complete the reaction is warmed to room temperature and stirred for an additional hour. The solution is cooled in a -78° C. dry ice/ethanol bath and the excess hydride is destroyed by adding dropwise the following: w... Reactants: CN(C=O)C (N,N-dimethylformamide), [N+](=O)([O-])C1=CC=C(CBr)C=C1 (4-nitrobenzyl bromide), C([O-])(O)=O.[Na+] (sodium bicarbonate), CC=1NC2=C(N1)C=CC(=C2)C(NCC2=NC=CC=C2)=O (2-methyl-5-[(2-pyridylmethyl)carbamoyl]benzimidazole). The solvent is O (water), C(Cl)(Cl)Cl (Chloroform). Reaction conditions: temperature 80 celsius. Yields the product CC1=NC2=C(N1CC1=CC=C(C=C1)[N+](=O)[O-])C=CC(=C2)C(NCC2=NC=CC=C2)=O (2-methyl-1-(4-nitrobenzyl)-5-[(2-pyridylmethyl)carbamoyl]benzimidazole). As a reaction SMILES: CN(C)C=O.[N+:6]([C:9]1[CH:16]=[CH:15][C:12]([CH2:13]Br)=[CH:11][CH:10]=1)([O-:8])=[O:7].C(=O)(O)[O-].[Na+].[CH3:22][C:23]1[NH:24][C:25]2[CH:31]=[C:30]([C:32](=[O:41])[NH:33][CH2:34][C:35]3[CH:40]=[CH:39][CH:38]=[CH:37][N:36]=3)[CH:29]=[CH:28][C:26]=2[N:27]=1>O.C(Cl)(Cl)Cl>[CH3:22][C:23]1[N:27]([CH2:13][C:12]2[CH:15]=[CH:16][C:9]([N+:6]([O-:8])=[O:7])=[CH:10][CH:11]=2)[C:26]2[CH:28]=[CH:29][C:30]([C:32](=[O:41])[NH:33][CH2:34][C:35]3[CH:40]=[CH:39][CH:38]=[CH:37][N:36]=3)=[CH:31][C:25]=2[N:24]=1 |f:2.3|. Procedure: N,N-dimethylformamide (10 ml), 4-nitrobenzyl bromide (3.24 g), and sodium bicarbonate (2.52 g) are added to 2-methyl-5-[(2-pyridylmethyl)carbamoyl]benzimidazole (3.56 g), and the solution is heated for two hours at 80° C. Chloroform and water are added to the reaction solution and layers are separated. After the organic layer is concentrated under reduced pressure, it is purified through silica gel column chromatography (eluate: ethyl acetate/methanol=4/1), and a mixture of 2-methyl-1-(4-nitrobe... The reactants are ClC1=CC=C(CNC(=O)C=2C(C3=C(N(C2)C)SC(=C3)C#CCO)=O)C=C1 (N-(4-chlorobenzyl)-2-(3-hydroxy-1-propynyl)-7-methyl-4-oxo-4,7-dihydrothieno[2,3-b]pyridine-5-carboxamide), C(Cl)Cl.C(C)O (CH2Cl2 ethanol). Reagents/catalysts: [Pd] (Pd/C), [Pd] (Pd/C). Solvent: C(C)O (ethanol). The product is ClC1=CC=C(CNC(=O)C=2C(C3=C(N(C2)C)SC(=C3)CCCO)=O)C=C1 (N-(4-Chlorobenzyl)-2-(3-hydroxypropyl)-7-methyl-4-oxo-4,7-dihydrothieno[2,3-b]pyridine-5-carboxamide). Isolated yield 40.0%. RXN SMILES: [Cl:1][C:2]1[CH:26]=[CH:25][C:5]([CH2:6][NH:7][C:8]([C:10]2[C:11](=[O:24])[C:12]3[CH:19]=[C:18]([C:20]#[C:21][CH2:22][OH:23])[S:17][C:13]=3[N:14]([CH3:16])[CH:15]=2)=[O:9])=[CH:4][CH:3]=1.C(Cl)Cl.C(O)C>C(O)C.[Pd]>[Cl:1][C:2]1[CH:26]=[CH:25][C:5]([CH2:6][NH:7][C:8]([C:10]2[C:11](=[O:24])[C:12]3[CH:19]=[C:18]([CH2:20][CH2:21][CH2:22][OH:23])[S:17][C:13]=3[N:14]([CH3:16])[CH:15]=2)=[O:9])=[CH:4][CH:3]=1 |f:1.2|. Reported procedure: A solution of N-(4-chlorobenzyl)-2-(3-hydroxy-1-propynyl)-7-methyl-4-oxo-4,7-dihydrothieno[2,3-b]pyridine-5-carboxamide (Example No. 24) (0.520 g) in 1/1 CH2Cl2/ethanol (160 mL) is hydrogenated over 10% Pd/C (0.156 g) at 35 psi for 2 h. The reaction mixture is filtered through a Celite pad, and the filtrate is concentrated in vacuo. The resulting pale yellow solid is purified via column chromatography (CH2Cl2:CH3OH; 98:2). Fractions homogeneous by TLC are combined and concentrated in vacuo to yi... Procedure: The compound (6) (176 mg, 130 μmol) was dissolved in dichloromethane (3 ml), followed by cooling to 0° C. Tetrabutylammonium fluoride (TBAF, 188 μl) was added and the mixture was stirred at room temperature for 24 hours. After confirming the completion of the reaction using TLC (AcOEt/Hex=1/2), the reaction mixture was concentrated under reduced pressure and the residue was dissolved in methanol (5 ml). A catalytic amount of sodium methoxide was added and the mixture was stirred at 40° C. for 24... Solvent: ClCCl (dichloromethane). Reaction SMILES: C([O:9][C@@H:10]1[C@@H:15]([CH2:16][C:17]([O:19]C)=[O:18])[C@@H:14]([O:21]C(=O)C2C=CC=CC=2)[C@@H:13]([CH2:30][O:31]C(=O)C2C=CC=CC=2)[O:12][C@H:11]1[O:40][CH2:41][C@H:42]([NH:77][C:78](=[O:96])[CH2:79][CH2:80][CH2:81][CH2:82][CH2:83][CH2:84][CH2:85][CH2:86][CH2:87][CH2:88][CH2:89][CH2:90][CH2:91][CH2:92][CH2:93][CH2:94][CH3:95])[C@H:43]([O:59][Si](C(C)(C)C)(C1C=CC=CC=1)C1C=CC=CC=1)/[CH:44]=[CH:45]/[CH2:46][CH2:47][CH2:48][CH2:49][CH2:50][CH2:51][CH2:52][CH2:53][CH2:54][CH2:55][CH2:56][CH2:57][CH3:58])(=O)C1C=CC=CC=1.[F-].C([N+](CCCC)(CCCC)CCCC)CCC.CCOC(C)=O>ClCCl>[C:17]([CH2:16][C@H:15]1[C@@H:14]([OH:21])[C@@H:13]([CH2:30][OH:31])[O:12][C@@H:11]([O:40][CH2:41][C@H:42]([NH:77][C:78](=[O:96])[CH2:79][CH2:80][CH2:81][CH2:82][CH2:83][CH2:84][CH2:85][CH2:86][CH2:87][CH2:88][CH2:89][CH2:90][CH2:91][CH2:92][CH2:93][CH2:94][CH3:95])[C@H:43]([OH:59])/[CH:44]=[CH:45]/[CH2:46][CH2:47][CH2:48][CH2:49][CH2:50][CH2:51][CH2:52][CH2:53][CH2:54][CH2:55][CH2:56][CH2:57][CH3:58])[C@@H:10]1[OH:9])([OH:19])=[O:18] |f:1.2|. Run at temperature 0 celsius, time 24 hour. Starting materials: [F-].C(CCC)[N+](CCCC)(CCCC)CCCC (Tetrabutylammonium fluoride), C(C1=CC=CC=C1)(=O)O[C@H]1[C@@H](O[C@@H]([C@@H]([C@@H]1CC(=O)OC)OC(C1=CC=CC=C1)=O)COC(C1=CC=CC=C1)=O)OC[C@@H]([C@@H](\C=C\CCCCCCCCCCCCC)O[Si](C1=CC=CC=C1)(C1=CC=CC=C1)C(C)(C)C)NC(CCCCCCCCCCCCCCCCC)=O ([2,4,6-tri-O-benzoyl-3-deoxy-3-C-(methoxycarbonylmethyl)-β-D-galactopyranosyl]-(1-1)-(2S,3R,4E)-2-octadecanoylamino-3-O-(tert-butyldiphenylsilyl)-4-octadecene-1,3-diol), CCOC(=O)C (AcOEt). Isolated yield 77.9%. The product is C(=O)(O)C[C@@H]1[C@H]([C@@H](O[C@@H]([C@@H]1O)CO)OC[C@@H]([C@@H](\C=C\CCCCCCCCCCCCC)O)NC(CCCCCCCCCCCCCCCCC)=O)O ([3-deoxy-3-C-(carboxymethyl)-β-D-galactopyranosyl]-(1-1)-(2S,3R,4E)-2-octadecanoylamino-4-octadecene-1,3-diol). The reactants are C=CCC(O)C(C)(C)N1COC(C)=C(c2ccccc2)C1=O, O=[Cr](=O)(O)O, [Na+], [Na+], O=[Cr](=O)([O-])O[Cr](=O)(=O)[O-], O, O=S(=O)(O)O. The product is C=CCC(=O)C(C)(C)N1COC(C)=C(c2ccccc2)C1=O. Reaction SMILES: [CH3:22][C:23]1=[C:24]([c:38]2[cH:39][cH:40][cH:41][cH:42][cH:43]2)[C:25](=[O:37])[N:26]([C:29]([CH3:30])([CH:31]([CH2:32][CH:33]=[CH2:34])[OH:35])[CH3:36])[CH2:27][O:28]1.[Cr:1]([OH:2])([OH:3])(=[O:4])=[O:5].[Na+:6].[Na+:7].[O-:8][Cr:9]([O:10][Cr:11](=[O:12])(=[O:13])[O-:14])(=[O:15])=[O:16].[OH2:44].[S:17](=[O:18])(=[O:19])([OH:20])[OH:21]>>[CH3:22][C:23]1=[C:24]([c:38]2[cH:39][cH:40][cH:41][cH:42][cH:43]2)[C:25](=[O:37])[N:26]([C:29]([CH3:30])([C:31]([CH2:32][CH:33]=[CH2:34])=[O:35])[CH3:36])[CH2:27][O:28]1.